Task: describe an organic reaction: reactants, conditions, products, and yield. Dataset: the Open Reaction Database (ORD), a public repository of structured organic reaction records Starting materials: Cl (HCl), ClC=1C=C(C=CC1Cl)C(CS(=O)(=O)C)C1CN(C1)C(=O)OC(C)(C)C (tertiary butyl 3-(1-(3,4-dichlorophenyl)-2-(methylsulfonyl)ethyl)azetidine-1-carboxylate), CO (methanol). Reaction conditions: temperature 60 celsius. Yields the product Cl.C1(CCCC1)OC(C1CNC1)C1=CC(=C(C=C1)Cl)Cl (3-((cyclopentyloxy)(3,4-dichlorophenyl)methyl)azetidine hydrochloride). Isolated yield 97.0%. As a reaction SMILES: Cl.[Cl:2][C:3]1[CH:4]=[C:5]([CH:10]([CH:16]2[CH2:19][N:18](C(OC(C)(C)C)=O)[CH2:17]2)CS(C)(=O)=O)[CH:6]=[CH:7][C:8]=1[Cl:9].[CH3:27][OH:28]>>[ClH:2].[CH:27]1([O:28][CH:10]([C:5]2[CH:6]=[CH:7][C:8]([Cl:9])=[C:3]([Cl:2])[CH:4]=2)[CH:16]2[CH2:17][NH:18][CH2:19]2)[CH2:7][CH2:8][CH2:3][CH2:4]1 |f:3.4|. Procedure: 1 N HCl (3.0 mL) was added to 10 mL of tertiary butyl 3-(1-(3,4-dichlorophenyl)-2-(methylsulfonyl)ethyl)azetidine-1-carboxylate (0.15 g, 0.36 mmol) dissolved in the methanol solution and heated to reflux at 60° C. for one day. Thereafter, the solvent of the reaction mixture was removed by reduced pressure evaporation to obtain the title compound.